From a dataset of the Open Reaction Database (ORD), a public repository of structured organic reaction records. describe an organic reaction: reactants, conditions, products, and yield The reactants are C(C)OP(=O)(OCC)CCCON1C=2N=C(NC(C2N=C1)=O)N (9-[3-(diethoxyphosphoryl)propoxy]guanine), Br[Si](C)(C)C (bromotrimethylsilane). Run in CN(C)C=O (DMF). Run at time 24 hour. Product: P(=O)(O)(O)CCCON1C=2N=C(NC(C2N=C1)=O)N (9-(3-Phosphonopropoxy)guanine). Yield: 48.6%. As a reaction SMILES: C([O:3][P:4]([CH2:9][CH2:10][CH2:11][O:12][N:13]1[CH:21]=[N:20][C:19]2[C:18](=[O:22])[NH:17][C:16]([NH2:23])=[N:15][C:14]1=2)([O:6]CC)=[O:5])C.Br[Si](C)(C)C>CN(C=O)C>[P:4]([CH2:9][CH2:10][CH2:11][O:12][N:13]1[CH:21]=[N:20][C:19]2[C:18](=[O:22])[NH:17][C:16]([NH2:23])=[N:15][C:14]1=2)([OH:6])([OH:5])=[O:3]. Procedure details: To a solution of 9-[3-(diethoxyphosphoryl)propoxy]guanine (110 mg, 0.32 mmol) in dry DMF (2 ml) was added bromotrimethylsilane (0.25 ml, 1.91 mmol). The solution was left at ambient temperature for 24 hours, evaporated to dryness under reduced pressure, the residue dissolved in methanol and the solution evaporated to dryness again. The resulting solid was washed again with methanol. The solid was suspended in water (2 ml) and 0.880 NH3 added to obtain a solution. The solution was passed through ... The reactants are CC1=C(C(C2=CC=CC=C2C1=O)=O)N1CCNCC1 (3-methyl-2-piperazinyl-1,4-naphthoquinone), ClC1=CC=C(C=C1)N=C=O (4-chlorophenylisocyanate). The solvent is O1CCCC1 (tetrahydrofuran), O1CCCC1 (tetrahydrofuran). Run at time 0.5 hour. Product: ClC1=CC=C(C=C1)NC(=O)N1CCN(CC1)C=1C(C2=CC=CC=C2C(C1C)=O)=O (N-(4-Chlorophenyl)-4-(1,4-dihydro-3-methyl-1,4-dioxo-2-naphthalenyl)-1-piperazinecarboxamide). The yield is 83.4%. Reaction SMILES: [CH3:1][C:2]1[C:11](=[O:12])[C:10]2[C:5](=[CH:6][CH:7]=[CH:8][CH:9]=2)[C:4](=[O:13])[C:3]=1[N:14]1[CH2:19][CH2:18][NH:17][CH2:16][CH2:15]1.[Cl:20][C:21]1[CH:26]=[CH:25][C:24]([N:27]=[C:28]=[O:29])=[CH:23][CH:22]=1>O1CCCC1>[Cl:20][C:21]1[CH:26]=[CH:25][C:24]([NH:27][C:28]([N:17]2[CH2:18][CH2:19][N:14]([C:3]3[C:4](=[O:13])[C:5]4[C:10]([C:11](=[O:12])[C:2]=3[CH3:1])=[CH:9][CH:8]=[CH:7][CH:6]=4)[CH2:15][CH2:16]2)=[O:29])=[CH:23][CH:22]=1. Procedure details: A solution of 150 mg of 3-methyl-2-piperazinyl-1,4-naphthoquinone in 50 ml of tetrahydrofuran was treated with a solution of 100 mg of 4-chlorophenylisocyanate in 10.ml of tetrahydrofuran. This mixture was stirred 1/2 hour, then evaporated in vacuo and the residue taken up in dichloromethane and filtered. The filtrate was evaporated and the residue recrystallized from dichloromethane/hexane, giving 200 mg of the desired product, mp 190-192°C. Starting materials: Cl.Cl.NC1=CC(=C(C(=O)NCC2CCNCC2)C=C1Cl)OC (4-Amino-5-chloro-2-methoxy-N-(piperidin-4-ylmethyl)benzamide dihydrochloride), BrCCCCCC(=O)C1=C(C=CC=C1)F (6-bromo-1-(2-fluorophenyl)-1-hexanone). Yields the product NC1=CC(=C(C(=O)NCC2CCN(CC2)CCCCCC(=O)C2=C(C=CC=C2)F)C=C1Cl)OC (4-amino-5-chloro-2-methoxy-N-((1-(6-(2-fluorophenyl)-6-oxohexyl)-piperidin-4-yl)methyl)benzamide). RXN SMILES: Cl.Cl.[NH2:3][C:4]1[C:19]([Cl:20])=[CH:18][C:7]([C:8]([NH:10][CH2:11][CH:12]2[CH2:17][CH2:16][NH:15][CH2:14][CH2:13]2)=[O:9])=[C:6]([O:21][CH3:22])[CH:5]=1.Br[CH2:24][CH2:25][CH2:26][CH2:27][CH2:28][C:29]([C:31]1[CH:36]=[CH:35][CH:34]=[CH:33][C:32]=1[F:37])=[O:30]>>[NH2:3][C:4]1[C:19]([Cl:20])=[CH:18][C:7]([C:8]([NH:10][CH2:11][CH:12]2[CH2:13][CH2:14][N:15]([CH2:24][CH2:25][CH2:26][CH2:27][CH2:28][C:29]([C:31]3[CH:36]=[CH:35][CH:34]=[CH:33][C:32]=3[F:37])=[O:30])[CH2:16][CH2:17]2)=[O:9])=[C:6]([O:21][CH3:22])[CH:5]=1 |f:0.1.2|. Reported procedure: 4-Amino-5-chloro-2-methoxy-N-(piperidin-4-ylmethyl)benzamide dihydrochloride as starting compound and 6-bromo-1-(2-fluorophenyl)-1-hexanone are reacted and treated in the same manner as in Example 199 to give 4-amino-5-chloro-2-methoxy-N-((1-(6-(2-fluorophenyl)-6-oxohexyl)-piperidin-4-yl)methyl)benzamide. Reactants: FC(C(=O)OCC)(CCCC(C(C(C(F)(F)F)(F)F)(F)F)(F)F)F (ethyl 2,2,6,6,7,7,8,8,9,9,9-undecafluorononanoate), [OH-].[K+] (potassium hydroxide), O (water). The solvent is CO (methanol). Product: FC(C(=O)[O-])(CCCC(C(C(C(F)(F)F)(F)F)(F)F)(F)F)F.[K+] (Potassium 2,2,6,6,7,7,8,8,9,9,9-undecafluorononanoate). Yield: 97.5%. As a reaction SMILES: [F:1][C:2]([F:24])([CH2:8][CH2:9][CH2:10][C:11]([F:23])([F:22])[C:12]([F:21])([F:20])[C:13]([F:19])([F:18])[C:14]([F:17])([F:16])[F:15])[C:3]([O:5]CC)=[O:4].[OH-].[K+:26].O>CO>[F:1][C:2]([F:24])([CH2:8][CH2:9][CH2:10][C:11]([F:22])([F:23])[C:12]([F:20])([F:21])[C:13]([F:19])([F:18])[C:14]([F:15])([F:16])[F:17])[C:3]([O-:5])=[O:4].[K+:26] |f:1.2,5.6|. Procedure details: Potassium 2,2,6,6,7,7,8,8,9,9,9-undecafluorononanoate (69.2 g, 98% yield, formula above, H6-C9K) was prepared from ethyl 2,2,6,6,7,7,8,8,9,9,9-undecafluorononanoate (69.1 g, 0.18 mol), potassium hydroxide (10.5 g, 0.188 mol), water (150 mL) and methanol (150 mL) according to the procedure of Example 7. The reactants are ClC1=C(N)C=CC=C1 (2-chloroaniline), CC(=O)C=C (methyl vinylketone), ClC(=O)Cl (chloroketone), COC=1C=C(C=CC1N1C=NC(=C1)C)NC(=S)N ([3-methoxy-4-(4-methyl-imidazol-1-yl)-phenyl]-thiourea). Product: ClC1=C(CC2=C(N=C(S2)NC2=CC(=C(C=C2)N2C=NC(=C2)C)OC)C)C=CC=C1 ([5-(2-Chloro-benzyl)-4-methyl-thiazol-2-yl]-[3-methoxy-4-(4-methyl-imidazol-1-yl)-phenyl]-amine). As a reaction SMILES: [Cl:1][C:2]1[CH:8]=[CH:7][CH:6]=[CH:5][C:3]=1N.[CH3:9][C:10]([CH:12]=[CH2:13])=O.ClC(Cl)=O.[CH3:18][O:19][C:20]1[CH:21]=[C:22]([NH:32][C:33]([NH2:35])=[S:34])[CH:23]=[CH:24][C:25]=1[N:26]1[CH:30]=[C:29]([CH3:31])[N:28]=[CH:27]1>>[Cl:1][C:2]1[CH:8]=[CH:7][CH:6]=[CH:5][C:3]=1[CH2:9][C:10]1[S:34][C:33]([NH:32][C:22]2[CH:23]=[CH:24][C:25]([N:26]3[CH:30]=[C:29]([CH3:31])[N:28]=[CH:27]3)=[C:20]([O:19][CH3:18])[CH:21]=2)=[N:35][C:12]=1[CH3:13]. Procedure: The title compound was prepared in analogy to example 6 without purification of the intermediate from 128 mg (1 mmol) 2-chloroaniline and 421 mg (6 mmol) methyl vinylketone. The crude chloroketone was used without further purification in the next step with 53 mg (0.2 mmol) [3-methoxy-4-(4-methyl-imidazol-1-yl)-phenyl]-thiourea. The crude product was purified on silica gel with methylene chloride/methanol 19/1 yielding 40 mg (47%) [5-(2-chloro-benzyl)-4-methyl-thiazol-2-yl]-[3-methoxy-4-(4-methyl... Reactants: Cc1ccc(OC(=O)C(C)(C)C)cc1 (substrate), C1CCCCC1P(=O)C2CCCCC2 (effective_coupling_partner). Reagents/catalysts: dcype. Reaction conditions: temperature 100 celsius, time 24 hour. Yields the product Cc3ccc(P(=O)(C1CCCCC1)C2CCCCC2)cc3. The reactants are CCOC(=O)C=O, Cc1ccccc1, Cc1cc(F)ccc1N. Product: CCOC(=O)C=Nc1ccc(F)cc1C. Reaction SMILES: [C:1]([CH:2]=[O:3])(=[O:4])[O:5][CH2:6][CH3:7].[CH3:17][c:18]1[cH:19][cH:20][cH:21][cH:22][cH:23]1.[F:8][c:9]1[cH:10][c:11]([CH3:16])[c:12]([NH2:13])[cH:14][cH:15]1>>[C:1]([CH:2]=[N:13][c:12]1[c:11]([CH3:16])[cH:10][c:9]([F:8])[cH:15][cH:14]1)(=[O:4])[O:5][CH2:6][CH3:7].